From a dataset of the Open Reaction Database (ORD), a public repository of structured organic reaction records. describe an organic reaction: reactants, conditions, products, and yield The reactants are CC(=O)OC1CCC2C3CC=C4N(C)C(=O)CCC4(C)C3CCC12C, CCO, [Na+], [OH-]. Product: CN1C(=O)CCC2(C)C1=CCC1C2CCC2(C)C(O)CCC12. As a reaction SMILES: [C:1](=[O:2])([CH3:3])[O:4][CH:5]1[C:6]2([CH3:7])[CH:8]([CH2:9][CH2:10]1)[CH:11]1[CH2:12][CH:13]=[C:14]3[N:15]([CH3:25])[C:16](=[O:24])[CH2:17][CH2:18][C:19]3([CH3:20])[CH:21]1[CH2:22][CH2:23]2.[CH3:28][CH2:29][OH:30].[Na+:27].[OH-:26]>>[OH:4][CH:5]1[C:6]2([CH3:7])[CH:8]([CH2:9][CH2:10]1)[CH:11]1[CH2:12][CH:13]=[C:14]3[N:15]([CH3:25])[C:16](=[O:24])[CH2:17][CH2:18][C:19]3([CH3:20])[CH:21]1[CH2:22][CH2:23]2. The reactants are CCOC(Cc1c(C)cc(OCc2nc(C(C)(C)C)oc2C)cc1C)C(=O)OC, [Li+], [OH-]. The product is CCOC(Cc1c(C)cc(OCc2nc(C(C)(C)C)oc2C)cc1C)C(=O)O. Reaction SMILES: [CH3:1][O:2][C:3]([CH:4]([CH2:5][c:6]1[c:7]([CH3:25])[cH:8][c:9]([O:13][CH2:14][c:15]2[n:16][c:17]([C:21]([CH3:22])([CH3:23])[CH3:24])[o:18][c:19]2[CH3:20])[cH:10][c:11]1[CH3:12])[O:26][CH2:27][CH3:28])=[O:29].[Li+:31].[OH-:30]>>[O:2]=[C:3]([CH:4]([CH2:5][c:6]1[c:7]([CH3:25])[cH:8][c:9]([O:13][CH2:14][c:15]2[n:16][c:17]([C:21]([CH3:22])([CH3:23])[CH3:24])[o:18][c:19]2[CH3:20])[cH:10][c:11]1[CH3:12])[O:26][CH2:27][CH3:28])[OH:29]. The reactants are CNC1=CC=CC=C1 (N-methylaniline), BrCCCBr (1,3-dibromopropane), C(C)(C)N(CC)C(C)C (diisopropylethylamine). The solvent is C(C)#N (ACN). Product: BrCCCN(C1=CC=CC=C1)C (N-(3-bromopropyl)-N-methylaniline). The yield is 37.7%. Reaction SMILES: [CH3:1][NH:2][C:3]1[CH:8]=[CH:7][CH:6]=[CH:5][CH:4]=1.[Br:9][CH2:10][CH2:11][CH2:12]Br.C(N(C(C)C)CC)(C)C>C(#N)C>[Br:9][CH2:10][CH2:11][CH2:12][N:2]([CH3:1])[C:3]1[CH:8]=[CH:7][CH:6]=[CH:5][CH:4]=1. Reported procedure: N-methylaniline (1.01 mL, 9.33 mmol) was reacted with 1,3-dibromopropane (0.947 mL, 9.33 mmol) and diisopropylethylamine (2.55 mL, 18.66 mmol) in ACN at 70° C. for 12 hours. The solvent was evaporated and the residue was purified by silica gel column chromatography to provide the intermediate 9a as a yellow oil (0.80 g, 3.52 mmol, 37% yield). HRMS (ESI, positive) m/z calcd. for C10H15NBr [M+H]+: 228.03824, found: 228.03824. 1H NMR (CDCl3, 400 MHz) δ 7.67 (t, J=8.4 Hz, 2H), 6.71 (d, J=8.0 Hz, 2H)... Reactants: ClC1=CC2=C(N(C(C(N=C2C=2C=C3C(=NC2)NC(N3C(=O)OC(C)(C)C)=O)CC3=C(C=CC=C3)Cl)=O)CC3=CC=C(C=C3)OC)C=C1 (tert-Butyl 6-(7-chloro-3-(2-chlorobenzyl)-1-(4-methoxybenzyl)-2-oxo-2,3-dihydro-1H-benzo[e][1,4]diazepin-5-yl)-2-oxo-2,3-dihydro-1H-imidazo[4,5-b]pyridine-1-carboxylate). Solvent: Cl (HCl), O1CCOCC1 (dioxane). The product is ClC1=CC2=C(N(C(C(N=C2C=2C=C3C(=NC2)NC(N3)=O)CC3=C(C=CC=C3)Cl)=O)CC3=CC=C(C=C3)OC)C=C1 (7-Chloro-3-(2-chlorobenzyl)-1-(4-methoxybenzyl)-5-(2-oxo-2,3-dihydro-1H-imidazo[4,5-b]pyridin-6-yl)-1H-benzo[e][1,4]diazepin-2(3H)-one). Yield: 95.0%. Reaction SMILES: [Cl:1][C:2]1[CH:47]=[CH:46][C:5]2[N:6]([CH2:37][C:38]3[CH:43]=[CH:42][C:41]([O:44][CH3:45])=[CH:40][CH:39]=3)[C:7](=[O:36])[CH:8]([CH2:28][C:29]3[CH:34]=[CH:33][CH:32]=[CH:31][C:30]=3[Cl:35])[N:9]=[C:10]([C:11]3[CH:12]=[C:13]4[N:19](C(OC(C)(C)C)=O)[C:18](=[O:27])[NH:17][C:14]4=[N:15][CH:16]=3)[C:4]=2[CH:3]=1>Cl.O1CCOCC1>[Cl:1][C:2]1[CH:47]=[CH:46][C:5]2[N:6]([CH2:37][C:38]3[CH:39]=[CH:40][C:41]([O:44][CH3:45])=[CH:42][CH:43]=3)[C:7](=[O:36])[CH:8]([CH2:28][C:29]3[CH:34]=[CH:33][CH:32]=[CH:31][C:30]=3[Cl:35])[N:9]=[C:10]([C:11]3[CH:12]=[C:13]4[NH:19][C:18](=[O:27])[NH:17][C:14]4=[N:15][CH:16]=3)[C:4]=2[CH:3]=1. Procedure details: tert-Butyl 6-(7-chloro-3-(2-chlorobenzyl)-1-(4-methoxybenzyl)-2-oxo-2,3-dihydro-1H-benzo[e][1,4]diazepin-5-yl)-2-oxo-2,3-dihydro-1H-imidazo[4,5-b]pyridine-1-carboxylate (308 mg) was dissolved in 4 N HCl in dioxane (20 mL) and it was held at room temperature for an hour, then partitioned between aqueous sodium bicarbonate and EtOAc. The organic fraction was washed with brine, then dried over sodium sulfate, then concentrated and used further without purification (250 mg, 95% yield). 1H-NMR (300 M...